describe an organic reaction: reactants, conditions, products, and yield From a dataset of the Open Reaction Database (ORD), a public repository of structured organic reaction records. The reactants are [SiH3][SiH2][SiH2][SiH2][SiH2][SiH2][SiH2][SiH2][SiH2][SiH2][SiH2][SiH2][SiH2][SiH2][SiH2][SiH3] (hexadecasilane), FC(S(=O)(=O)O)(F)F (trifluoromethanesulfonic acid). Solvent: ClCCl (dichloromethane). Yields the product FC(S(=O)(=O)O[SiH2][SiH2][SiH2][SiH2][SiH2][SiH2][SiH2][SiH2][SiH2][SiH2][SiH2][SiH2][SiH2][SiH2][SiH2][SiH3])(F)F (1-(trifluoromethanesulfonyloxy)hexadecasilane). As a reaction SMILES: [SiH3:1][SiH2:2][SiH2:3][SiH2:4][SiH2:5][SiH2:6][SiH2:7][SiH2:8][SiH2:9][SiH2:10][SiH2:11][SiH2:12][SiH2:13][SiH2:14][SiH2:15][SiH3:16].[F:17][C:18]([F:24])([F:23])[S:19]([OH:22])(=[O:21])=[O:20]>ClCCl>[F:17][C:18]([F:24])([F:23])[S:19]([O:22][SiH2:16][SiH2:15][SiH2:14][SiH2:13][SiH2:12][SiH2:11][SiH2:10][SiH2:9][SiH2:8][SiH2:7][SiH2:6][SiH2:5][SiH2:4][SiH2:3][SiH2:2][SiH3:1])(=[O:21])=[O:20]. Procedure: In an argon atmosphere, to a tetrahydrofuran solution (1 ml) of 52 mg (0.15 mmol) of octaethylcyclotetrasilane was added 0.58 ml (0.15 mmol) of a tetrahydrofuran solution (0.27M) of phenyldimethylsilyllithium, and stirred at 0° C. for 15 minutes. Then, tetrahydrofuran was distilled out under vacuum, and hexane (1 ml) was added to give a hexane solution (Solution 1). A dichloromethane solution (1 ml) of 68 mg (0.05 mmol) of hexadecasilane (9) obtained in Example 9 was treated with 7.5 mg (0.05 mm... The product is N[C@H]([C@H](CC(=O)OCC)O)CC(C)C (ethyl 4(S)-amino-3(S)-hydroxy-6-methylheptanoate). The reactants are Cl.O1CCOCC1 (hydrogen chloride dioxane), C(C)(C)(C)OC(=O)N[C@H]([C@H](CC(=O)OCC)O)CC(C)C (ethyl 4(S)-t-butoxycarbonylamino-3(S)-hydroxy-6-methylheptanoate), CN1CCOCC1 (N-methylmorpholine). Run in CN(C=O)C (dimethylformamide). Conditions: time 20 minute. Procedure: Meanwhile, 5 ml of 6N hydrogen chloride/dioxane were added to 152 mg (0.5 mmole) of ethyl 4(S)-t-butoxycarbonylamino-3(S)-hydroxy-6-methylheptanoate. The solution was stirred for 20 minutes under a nitrogen stream, and then concentrated by evaporation under reduced pressure, to give a solid residue. The resulting residue was dissolved in 2 ml of dimethylformamide, and 0.05 g of N-methylmorpholine was added to give a solution of ethyl 4(S)-amino-3(S)-hydroxy-6-methylheptanoate. As a reaction SMILES: Cl.O1CCOCC1.C(OC([NH:15][C@@H:16]([CH2:25][CH:26]([CH3:28])[CH3:27])[C@@H:17]([OH:24])[CH2:18][C:19]([O:21][CH2:22][CH3:23])=[O:20])=O)(C)(C)C.CN1CCOCC1>CN(C)C=O>[NH2:15][C@@H:16]([CH2:25][CH:26]([CH3:27])[CH3:28])[C@@H:17]([OH:24])[CH2:18][C:19]([O:21][CH2:22][CH3:23])=[O:20] |f:0.1|. Reactants: ClC1=CN=C(S1)NCC1=C(C=C(C=C1)OC)OC (5-chloro-N-(2,4-dimethoxybenzyl)-1,3-thiazol-2-amine), ClC=1C(=CC(=C(C1)S(=O)(=O)Cl)F)F (5-chloro-2,4-difluorobenzenesulfonyl chloride). Yields the product ClC=1C(=CC(=C(C1)S(=O)(=O)N(CC1=C(C=C(C=C1)OC)OC)C=1SC(=CN1)Cl)F)F (5-chloro-N-(5-chloro-1,3-thiazol-2-yl)-N-(2,4-dimethoxybenzyl)-2,4-difluorobenzenesulfonamide). As a reaction SMILES: [Cl:1][C:2]1[S:6][C:5]([NH:7][CH2:8][C:9]2[CH:14]=[CH:13][C:12]([O:15][CH3:16])=[CH:11][C:10]=2[O:17][CH3:18])=[N:4][CH:3]=1.[Cl:19][C:20]1[C:21]([F:31])=[CH:22][C:23]([F:30])=[C:24]([S:26](Cl)(=[O:28])=[O:27])[CH:25]=1>>[Cl:19][C:20]1[C:21]([F:31])=[CH:22][C:23]([F:30])=[C:24]([S:26]([N:7]([C:5]2[S:6][C:2]([Cl:1])=[CH:3][N:4]=2)[CH2:8][C:9]2[CH:14]=[CH:13][C:12]([O:15][CH3:16])=[CH:11][C:10]=2[O:17][CH3:18])(=[O:28])=[O:27])[CH:25]=1. Procedure: Prepared according to Preparation 207 using 5-chloro-N-(2,4-dimethoxybenzyl)-1,3-thiazol-2-amine (Preparation 208) and 5-chloro-2,4-difluorobenzenesulfonyl chloride. Reactants: C1(=CC=CC=C1)C(=O)CC1=CC=CC=C1 (desoxybenzoin), O1C(CCCC1)OC1OCCCC1 (tetrahydropyran-2-yl ether), [OH-].[Na+] (sodium hydroxide). Reagents/catalysts: CC[N+](CC)(CC)CC1=CC=CC=C1.[Cl-] (TEBAC). Run in O (Water). Run at temperature 75 celsius, time 2 hour. Yields the product O1C(CCCC1)OCCC(C(=O)C1=CC=CC=C1)C1=CC=CC=C1 (4-[(tetrahydropyran-2-yl)oxy]-1,2-diphenylbutan-1-one). RXN SMILES: [C:1]1([C:7]([CH2:9][C:10]2[CH:15]=[CH:14][CH:13]=[CH:12][CH:11]=2)=[O:8])[CH:6]=[CH:5][CH:4]=[CH:3][CH:2]=1.[O:16]1[CH2:21][CH2:20][CH2:19][CH2:18][CH:17]1[O:22][CH:23]1[CH2:28]CCCO1.[OH-].[Na+]>CC[N+](CC1C=CC=CC=1)(CC)CC.[Cl-].O>[O:16]1[CH2:21][CH2:20][CH2:19][CH2:18][CH:17]1[O:22][CH2:23][CH2:28][CH:9]([C:10]1[CH:11]=[CH:12][CH:13]=[CH:14][CH:15]=1)[C:7]([C:1]1[CH:2]=[CH:3][CH:4]=[CH:5][CH:6]=1)=[O:8] |f:2.3,4.5|. Procedure details: A mixture containing 19.6 g of desoxybenzoin, 20.9 g of tetrahydropyran-2-yl ether-protected bromoethanol, 1.0 g of TEBAC and 50 ml of 48% sodium hydroxide solution is stirred for 2 h at 75° C. Water is added and the product extracted in toluene. The toluene solution is washed with water and dried over sodium sulfate. Finally the solvent is evaporated. The yield is quantitative, but the oily product contains about 20% O-alkylation product. Reactants: N#Cc1ccccc1-c1ccc(CBr)cc1, O=C([O-])[O-], CCCCc1nc(Cl)c(C=O)[nH]1, [K+], [K+], CN(C)C=O. Yields the product CCCCc1nc(Cl)c(C=O)n1Cc1ccc(-c2ccccc2C#N)cc1. As a reaction SMILES: [Br:13][CH2:14][c:15]1[cH:16][cH:17][c:18](-[c:21]2[c:22]([C:27]#[N:28])[cH:23][cH:24][cH:25][cH:26]2)[cH:19][cH:20]1.[C:29](=[O:30])([O-:31])[O-:32].[CH2:1]([CH2:2][CH2:3][CH3:4])[c:5]1[nH:6][c:7]([CH:11]=[O:12])[c:8]([Cl:10])[n:9]1.[K+:33].[K+:34].[O:35]=[CH:36][N:37]([CH3:38])[CH3:39]>>[CH2:1]([CH2:2][CH2:3][CH3:4])[c:5]1[n:6]([CH2:14][c:15]2[cH:16][cH:17][c:18](-[c:21]3[c:22]([C:27]#[N:28])[cH:23][cH:24][cH:25][cH:26]3)[cH:19][cH:20]2)[c:7]([CH:11]=[O:12])[c:8]([Cl:10])[n:9]1. The reactants are C(CC(C)C)=O (isovaleraldehyde), C(CCC)[Mg]Cl (n-butylmagnesium chloride). Procedure: A solution of isovaleraldehyde (5.o g, 58 mmol) in dry THF (15 ml) was added to a stirred 2M THF solution of n-butylmagnesium chloride (30 ml, 60 mmol) at 0° C. under argon. The mixture was allowed to warm up to room temperature and was stirred overnight. The reaction was quenched by the addition of aqueous ammonium chloride (50 ml) and extracted with diethyl ether (200 ml). The organic extracts were dried over anhydrous potassium carbonate, filtered and concentrated to give 2-methyloctan-4-ol (... Reaction SMILES: [CH:1](=[O:6])[CH2:2][CH:3]([CH3:5])[CH3:4].[CH2:7]([Mg]Cl)[CH2:8][CH2:9][CH3:10]>C1COCC1>[CH3:4][CH:3]([CH2:2][CH:1]([OH:6])[CH2:7][CH2:8][CH2:9][CH3:10])[CH3:5]. Yield: 76.5%. The solvent is C1CCOC1 (THF), C1CCOC1 (THF). Reaction conditions: time 8 hour. Yields the product CC(C)CC(CCCC)O (2-methyloctan-4-ol). The reactants are Brc1ccc2cnc(Nc3ccc(N4CCOCC4)cc3)nn12, OB(O)c1cnc2ccccc2c1. The product is c1ccc2ncc(-c3ccc4cnc(Nc5ccc(N6CCOCC6)cc5)nn34)cc2c1. RXN SMILES: [Br:1][c:2]1[cH:3][cH:4][c:5]2[cH:6][n:7][c:8]([NH:11][c:12]3[cH:13][cH:14][c:15]([N:18]4[CH2:19][CH2:20][O:21][CH2:22][CH2:23]4)[cH:16][cH:17]3)[n:9][n:10]12.[n:24]1[cH:25][c:26]([B:34]([OH:35])[OH:36])[cH:27][c:28]2[cH:29][cH:30][cH:31][cH:32][c:33]12>>[c:2]1(-[c:26]2[cH:25][n:24][c:33]3[c:28]([cH:27]2)[cH:29][cH:30][cH:31][cH:32]3)[cH:3][cH:4][c:5]2[cH:6][n:7][c:8]([NH:11][c:12]3[cH:13][cH:14][c:15]([N:18]4[CH2:19][CH2:20][O:21][CH2:22][CH2:23]4)[cH:16][cH:17]3)[n:9][n:10]12.